Dataset: the Open Reaction Database (ORD), a public repository of structured organic reaction records. Task: describe an organic reaction: reactants, conditions, products, and yield Starting materials: CN1CCNCC1, O=C1OC(=O)C2CCCCC12, C1COCCO1. Yields the product CN1CCN(C(=O)C2CCCCC2C(=O)O)CC1. RXN SMILES: [CH3:1][N:2]1[CH2:3][CH2:4][NH:5][CH2:6][CH2:7]1.[CH:8]12[CH:9]([CH2:10][CH2:11][CH2:12][CH2:13]1)[C:14](=[O:15])[O:16][C:17]2=[O:18].[O:19]1[CH2:20][CH2:21][O:22][CH2:23][CH2:24]1>>[CH3:1][N:2]1[CH2:3][CH2:4][N:5]([C:17]([CH:8]2[CH:9]([C:14](=[O:15])[OH:16])[CH2:10][CH2:11][CH2:12][CH2:13]2)=[O:18])[CH2:6][CH2:7]1. Reactants: [OH-].[Na+] (sodium hydroxide), C(C)(=O)OCC=1C=C(C=CC1Cl)C1=NN(C(=C1Cl)OC(F)F)C (3-(3-acetoxymethyl-4-chlorophenyl)-4-chloro-5-difluoromethoxy-1-methyl-1H-pyrazole), Cl (hydrochloric acid). Solvent: O1CCOCC1 (dioxane), O (water). Conditions: time 1 hour. Yields the product ClC=1C(=NN(C1OC(F)F)C)C1=CC(=C(C=C1)Cl)CO (4-Chloro-3-(4-chloro-3-hydroxymethylphenyl)-5-difluoromethoxy-1-methyl-1H-pyrazole). RXN SMILES: [OH-].[Na+].C([O:6][CH2:7][C:8]1[CH:9]=[C:10]([C:15]2[C:19]([Cl:20])=[C:18]([O:21][CH:22]([F:24])[F:23])[N:17]([CH3:25])[N:16]=2)[CH:11]=[CH:12][C:13]=1[Cl:14])(=O)C.Cl>O1CCOCC1.O>[Cl:20][C:19]1[C:15]([C:10]2[CH:11]=[CH:12][C:13]([Cl:14])=[C:8]([CH2:7][OH:6])[CH:9]=2)=[N:16][N:17]([CH3:25])[C:18]=1[O:21][CH:22]([F:24])[F:23] |f:0.1|. Reported procedure: 6.3 ml (16 mmol) of 10% strength sodium hydroxide solution were added dropwise to a solution of 3.2 g (8.8 mmol) of 3-(3-acetoxymethyl-4-chlorophenyl)-4-chloro-5-difluoromethoxy-1-methyl-1H-pyrazole in 10 ml of dioxane and 10 ml of water. The mixture was stirred for 1 hour and then neutralized with 3N hydrochloric acid. The product was extracted from the aqueous phase with ethyl acetate, after which the organic phase was dried over magnesium sulfate and then concentrated. The crude product thus ... Reactants: C(C)[C@@H]1N(C2=CC=CC=C2[C@@H](C1)N(C(C)=O)C1=CC=CC=C1)C(=O)C1=C(N=C(S1)C1=NC=CN=C1)C ((±)-Cis-N-[2-ethyl-1-(4-methyl-2-pyrazin-2-yl-thiazole-5-carbonyl)-1,2,3,4-tetrahydro-quinolin-4-yl]-N-phenyl-acetamide), O1C(=CC=C1)C(=O)Cl (2-furoyl chloride). The product is C[C@@H]1N(C2=CC=CC=C2[C@@H](C1)N(C(C)=O)C1=CC=CC=C1)C(=O)C1=C(N=C(S1)C1=NC=CN=C1)C ((±)-Cis-N-[2-methyl-1-(4-methyl-2-pyrazin-2-yl-thiazole-5-carbonyl)-1,2,3,4-tetrahydro-quinolin-4-yl]-N-phenyl-acetamide). As a reaction SMILES: [CH2:1]([C@H:3]1[CH2:12][C@@H:11]([N:13]([C:17]2[CH:22]=[CH:21][CH:20]=[CH:19][CH:18]=2)[C:14](=[O:16])[CH3:15])[C:10]2[C:5](=[CH:6][CH:7]=[CH:8][CH:9]=2)[N:4]1[C:23]([C:25]1[S:29][C:28]([C:30]2[CH:35]=[N:34][CH:33]=[CH:32][N:31]=2)=[N:27][C:26]=1[CH3:36])=[O:24])C.O1C=CC=C1C(Cl)=O>>[CH3:1][C@H:3]1[CH2:12][C@@H:11]([N:13]([C:17]2[CH:18]=[CH:19][CH:20]=[CH:21][CH:22]=2)[C:14](=[O:16])[CH3:15])[C:10]2[C:5](=[CH:6][CH:7]=[CH:8][CH:9]=2)[N:4]1[C:23]([C:25]1[S:29][C:28]([C:30]2[CH:35]=[N:34][CH:33]=[CH:32][N:31]=2)=[N:27][C:26]=1[CH3:36])=[O:24]. Procedure: (±)-Cis-N-[2-ethyl-1-(4-methyl-2-pyrazin-2-yl-thiazole-5-carbonyl)-1,2,3,4-tetrahydro-quinolin-4-yl]-N-phenyl-acetamide was made following general procedure A, substituting 4-methyl-2-(2-pyrazinyl)-1,3-thiazole-5-carbonyl chloride for 2-furoyl chloride. Procedure details: A mixture of sodium (3S,5R,6R)-6-formamido-2,2-dimethylpenam-3-carboxylate (15.0109 g., 56.4 mmole) and p-nitrobenzyl bromide (12.16805 g., 56.3 mmole) in N,N-dimethylformamide (250 ml.) was stirred for 4 hours at +20 to +25°, after which time all the solid had dissolved. The solvent was removed by evaporation and the residual paste was suspended in ethyl acetate (100 ml.) and washed with brine. The aqueous layer was washed with ethyl acetate (150 ml.) and the combined organic layers washed with... RXN SMILES: [CH:1]([NH:3][C@@H:4]1[C:15](=[O:16])[N:6]2[C@@H:7]([C:12]([O-:14])=[O:13])[C:8]([CH3:11])([CH3:10])[S:9][C@H:5]12)=[O:2].[Na+].[N+:18]([C:21]1[CH:28]=[CH:27][C:24]([CH2:25]Br)=[CH:23][CH:22]=1)([O-:20])=[O:19]>CN(C)C=O>[CH:1]([NH:3][C@@H:4]1[C:15](=[O:16])[N:6]2[C@@H:7]([C:12]([O:14][CH2:25][C:24]3[CH:27]=[CH:28][C:21]([N+:18]([O-:20])=[O:19])=[CH:22][CH:23]=3)=[O:13])[C:8]([CH3:11])([CH3:10])[S:9][C@H:5]12)=[O:2] |f:0.1|. Product: C(=O)N[C@H]1[C@@H]2N([C@H](C(S2)(C)C)C(=O)OCC2=CC=C(C=C2)[N+](=O)[O-])C1=O (p-nitrobenzyl (3S,5R,6R)-6-formamido-2,2-dimethylpenam-3-carboxylate). Conditions: time 4 hour. The reactants are C(=O)N[C@H]1[C@@H]2N([C@H](C(S2)(C)C)C(=O)[O-])C1=O.[Na+] (sodium (3S,5R,6R)-6-formamido-2,2-dimethylpenam-3-carboxylate), [N+](=O)([O-])C1=CC=C(CBr)C=C1 (p-nitrobenzyl bromide). Solvent: CN(C=O)C (N,N-dimethylformamide). Starting materials: CCC(C)=O, COc1ccc(N2CNC(=O)C23CCNCC3)cc1, [I-], [Na+], [Na+], [Na+], O=C([O-])[O-], BrCCCN(c1ccccc1)c1ccccc1. Yields the product COc1ccc(N2CNC(=O)C23CCN(CCCN(c2ccccc2)c2ccccc2)CC3)cc1. RXN SMILES: [CH2:45]([C:46]([CH3:47])=[O:48])[CH3:49].[CH3:18][O:19][c:20]1[cH:21][cH:22][c:23]([N:26]2[CH2:27][NH:28][C:29](=[O:36])[C:30]23[CH2:31][CH2:32][NH:33][CH2:34][CH2:35]3)[cH:24][cH:25]1.[I-:44].[Na+:37].[Na+:38].[Na+:43].[O-:39][C:40](=[O:41])[O-:42].[c:1]1([N:7]([c:8]2[cH:9][cH:10][cH:11][cH:12][cH:13]2)[CH2:14][CH2:15][CH2:16][Br:17])[cH:2][cH:3][cH:4][cH:5][cH:6]1>>[c:1]1([N:7]([c:8]2[cH:9][cH:10][cH:11][cH:12][cH:13]2)[CH2:14][CH2:15][CH2:16][N:33]2[CH2:32][CH2:31][C:30]3([N:26]([c:23]4[cH:22][cH:21][c:20]([O:19][CH3:18])[cH:25][cH:24]4)[CH2:27][NH:28][C:29]3=[O:36])[CH2:35][CH2:34]2)[cH:2][cH:3][cH:4][cH:5][cH:6]1. Reactants: OCCN(C)CC(C)OC(C(=O)O)C1=CC=CC=C1 ({3-[N-(2-hydroxyethyl)-N-methylamino]-2-propoxy}phenylacetic acid), Cl.C1(=CC=CC=C1)C1([C@@H]2CNC[C@@H]2[C@@H](CC1)F)C1=CC=CC=C1 ((3aR, 7R, 7aR)-4,4-diphenyl-7-fluoroperhydroisoindole hydrochloride). Yields the product OCCN(C)CC(C)OC(C(=O)N1C[C@@H]2[C@@H](CCC([C@@H]2C1)(C1=CC=CC=C1)C1=CC=CC=C1)F)C1=CC=CC=C1 ((3aR,7R,7aR)-2-{{3-[N-(2-hydroxyethyl)-N-methylamino]-2-propoxy}phenylacetyl}-4,4-diphenyl-7-fluoroperhydroisoindole). Isolated yield 43.7%. As a reaction SMILES: [OH:1][CH2:2][CH2:3][N:4]([CH2:6][CH:7]([O:9][CH:10]([C:14]1[CH:19]=[CH:18][CH:17]=[CH:16][CH:15]=1)[C:11]([OH:13])=O)[CH3:8])[CH3:5].Cl.[C:21]1([C:27]2([C:37]3[CH:42]=[CH:41][CH:40]=[CH:39][CH:38]=3)[CH2:35][CH2:34][C@@H:33]([F:36])[C@@H:32]3[C@H:28]2[CH2:29][NH:30][CH2:31]3)[CH:26]=[CH:25][CH:24]=[CH:23][CH:22]=1>>[OH:1][CH2:2][CH2:3][N:4]([CH2:6][CH:7]([O:9][CH:10]([C:14]1[CH:19]=[CH:18][CH:17]=[CH:16][CH:15]=1)[C:11]([N:30]1[CH2:29][C@@H:28]2[C@@H:32]([C@H:33]([F:36])[CH2:34][CH2:35][C:27]2([C:21]2[CH:26]=[CH:25][CH:24]=[CH:23][CH:22]=2)[C:37]2[CH:42]=[CH:41][CH:40]=[CH:39][CH:38]=2)[CH2:31]1)=[O:13])[CH3:8])[CH3:5] |f:1.2|. Procedure: By carrying out the procedure as in Example 2, but using 1.37 g of {3-[N-(2-hydroxyethyl)-N-methylamino]-2-propoxy}phenylacetic acid and 1.2 g of (3aR, 7R, 7aR)-4,4-diphenyl-7-fluoroperhydroisoindole hydrochloride, 0.86 g of (3aR,7R,7aR)-2-{{3-[N-(2-hydroxyethyl)-N-methylamino]-2-propoxy}phenylacetyl}-4,4-diphenyl-7-fluoroperhydroisoindole is obtained, after purification by chromatography on a silica gel column, in the form of a white meringue. The reactants are C(CC)C1CCC(=C(C1)C(=O)OC)OS(=O)(=O)C(F)(F)F (methyl 5-propyl-2-trifluoromethanesulfonyloxycyclohex-1-enecarboxylate), C(C)OC1=C(C(=C(C=C1)B(O)O)OCOCCOC)F (4-ethoxy-3-fluoro-2-(2-methoxyethoxymethoxy)benzeneboronic acid), B(=O)[O-].[Na+] (sodium metaborate), [OH-].[NH3+]N (hydrazinium hydroxide). The reagents and catalysts are Cl[Pd]([P](C1=CC=CC=C1)(C2=CC=CC=C2)C3=CC=CC=C3)([P](C4=CC=CC=C4)(C5=CC=CC=C5)C6=CC=CC=C6)Cl (bis(triphenylphosphine)palladium(II) chloride). Solvent: O (water), O (water), O1CCCC1 (tetrahydrofuran). Yields the product C(C)OC1=CC=C2C3=C(C(OC2=C1F)=O)CC(CC3)CCC (3-ethoxy-4-fluoro-8-propyl-7,8,9,10-tetrahydrobenzo[c]chromen-6-one). Reaction SMILES: [CH2:1]([CH:4]1[CH2:9][C:8]([C:10]([O:12][CH3:13])=[O:11])=[C:7](OS(C(F)(F)F)(=O)=O)[CH2:6][CH2:5]1)[CH2:2][CH3:3].[CH2:22]([O:24][C:25]1[CH:30]=[CH:29][C:28](B(O)O)=C(OCOCCOC)[C:26]=1[F:41])[CH3:23].B([O-])=O.[Na+].[OH-].[NH3+]N>O1CCCC1.Cl[Pd](Cl)([P](C1C=CC=CC=1)(C1C=CC=CC=1)C1C=CC=CC=1)[P](C1C=CC=CC=1)(C1C=CC=CC=1)C1C=CC=CC=1.O>[CH2:22]([O:24][C:25]1[C:26]([F:41])=[C:13]2[C:28]([C:7]3[CH2:6][CH2:5][CH:4]([CH2:1][CH2:2][CH3:3])[CH2:9][C:8]=3[C:10](=[O:11])[O:12]2)=[CH:29][CH:30]=1)[CH3:23] |f:2.3,4.5,^1:56,75|. Procedure: 18.2 g (56.6 mmol) of methyl 5-propyl-2-trifluoromethanesulfonyloxycyclohex-1-enecarboxylate, 21.5 g (74.6 mmol) of 4-ethoxy-3-fluoro-2-(2-methoxyethoxymethoxy)benzeneboronic acid, 1.5 ml of water, 33 g (120 mmol) of sodium metaborate, 1.12 g (1.6 mmol) of bis(triphenylphosphine)palladium(II) chloride and 0.1 ml (1.6 mmol) of hydrazinium hydroxide are heated under reflux overnight in 300 ml of tetrahydrofuran. After addition of water, the aqueous phase is separated off and extracted twice with M...